The task is: describe an organic reaction: reactants, conditions, products, and yield. This data is from the Open Reaction Database (ORD), a public repository of structured organic reaction records. Starting materials: [C@H]12N[C@@H](C[C@@H]2C1)CNC(=O)C1=C(N=C2SC=CN21)C (6-methyl-imidazo[2,1-b]thiazole-5-carboxylic acid [(1S,3S,5S)-2-aza-bicyclo[3.1.0]hex-3-ylmethyl]-amide), N1(N=CC=C1)C1=C(C(=O)O)C=CC=C1 (2-pyrazol-1-yl-benzoic acid). Procedure: prepared by reaction of 6-methyl-imidazo[2,1-b]thiazole-5-carboxylic acid [(1S,3S,5S)-2-aza-bicyclo[3.1.0]hex-3-ylmethyl]-amide with 2-pyrazol-1-yl-benzoic acid. LC-MS (basic): tR=1.19 min; [M+H]+=447.1. Product: N1(N=CC=C1)C1=C(C(=O)N2[C@H]3C[C@H]3C[C@H]2CNC(=O)C2=C(N=C3SC=CN32)C)C=CC=C1 (6-methyl-imidazo[2,1-b]thiazole-5-carboxylic acid [(1S,3S,5S)-2-(2-pyrazol-1-yl-benzoyl)-2-aza-bicyclo[3.1.0]hex-3-ylmethyl]-amide). Reaction SMILES: [C@H:1]12[CH2:6][C@H:5]1[CH2:4][C@@H:3]([CH2:7][NH:8][C:9]([C:11]1[N:18]3[C:14]([S:15][CH:16]=[CH:17]3)=[N:13][C:12]=1[CH3:19])=[O:10])[NH:2]2.[N:20]1([C:25]2[CH:33]=[CH:32][CH:31]=[CH:30][C:26]=2[C:27](O)=[O:28])[CH:24]=[CH:23][CH:22]=[N:21]1>>[N:20]1([C:25]2[CH:33]=[CH:32][CH:31]=[CH:30][C:26]=2[C:27]([N:2]2[C@H:3]([CH2:7][NH:8][C:9]([C:11]3[N:18]4[C:14]([S:15][CH:16]=[CH:17]4)=[N:13][C:12]=3[CH3:19])=[O:10])[CH2:4][C@H:5]3[C@@H:1]2[CH2:6]3)=[O:28])[CH:24]=[CH:23][CH:22]=[N:21]1.